From a dataset of the Open Reaction Database (ORD), a public repository of structured organic reaction records. describe an organic reaction: reactants, conditions, products, and yield Starting materials: CC(c1ccc(-c2ccccc2)c(F)c1)c1csc(NC(=S)NC(=O)c2ccccc2)n1, O=C([O-])[O-], CC(C)=O, CO, [K+], [K+], O. Yields the product CC(c1ccc(-c2ccccc2)c(F)c1)c1csc(NC(N)=S)n1. As a reaction SMILES: [C:1](=[O:2])([c:3]1[cH:4][cH:5][cH:6][cH:7][cH:8]1)[NH:9][C:10](=[S:11])[NH:12][c:13]1[s:14][cH:15][c:16]([CH:18]([CH3:19])[c:20]2[cH:21][c:22]([F:32])[c:23](-[c:26]3[cH:27][cH:28][cH:29][cH:30][cH:31]3)[cH:24][cH:25]2)[n:17]1.[C:39](=[O:40])([O-:41])[O-:42].[CH3:33][C:34](=[O:35])[CH3:36].[CH3:37][OH:38].[K+:43].[K+:44].[OH2:45]>>[NH2:9][C:10](=[S:11])[NH:12][c:13]1[s:14][cH:15][c:16]([CH:18]([CH3:19])[c:20]2[cH:21][c:22]([F:32])[c:23](-[c:26]3[cH:27][cH:28][cH:29][cH:30][cH:31]3)[cH:24][cH:25]2)[n:17]1. Reactants: Cc1oc(-c2ccccc2)nc1CCOc1ccc(CC(Br)C#N)cn1, C, C1COCCO1, [Pd]. The product is Cc1oc(-c2ccccc2)nc1CCOc1ccc(CCC#N)cn1. RXN SMILES: [Br:1][CH:2]([C:3]#[N:4])[CH2:5][c:6]1[cH:7][cH:8][c:9]([O:12][CH2:13][CH2:14][c:15]2[n:16][c:17](-[c:21]3[cH:22][cH:23][cH:24][cH:25][cH:26]3)[o:18][c:19]2[CH3:20])[n:10][cH:11]1.[C:27].[O:29]1[CH2:30][CH2:31][O:32][CH2:33][CH2:34]1.[Pd:28]>>[CH2:2]([C:3]#[N:4])[CH2:5][c:6]1[cH:7][cH:8][c:9]([O:12][CH2:13][CH2:14][c:15]2[n:16][c:17](-[c:21]3[cH:22][cH:23][cH:24][cH:25][cH:26]3)[o:18][c:19]2[CH3:20])[n:10][cH:11]1. Reactants: [Mg] (magnesium), BrC1=CC(=C(C=C1)OC)F (4-bromo-2-fluoroanisole), BrC1=CC(=C(C=C1)OC)F (4-bromo-2-fluoroanisole), II (iodine), FC=1C=C(C=CC1OC)[Mg]Br (3-fluoro-4-methoxy-phenyl magnesium bromide), FC=1C=C(C=CC1OC)[Mg]Br (3-fluoro-4-methoxyphenyl magnesium bromide). The reagents and catalysts are [Pd](Cl)Cl (palladium chloride). The solvent is O1CCCC1 (tetrahydrofuran), O1CCCC1 (tetrahydrofuran), O1CCCC1 (tetrahydrofuran), O1CCCC1 (tetrahydrofuran), O1CCCC1 (tetrahydrofuran), O1CCCC1 (tetrahydrofuran). Run at time 1 hour. Product: FC=1C=C(C=CC1O)C1=CC(=C(C=C1)O)F (3,3'-difluoro-4,4'-dihydroxybiphenyl). Reaction SMILES: [Mg].Br[C:3]1[CH:8]=[CH:7][C:6]([O:9]C)=[C:5]([F:11])[CH:4]=1.[F:12][C:13]1[CH:14]=[C:15]([Mg]Br)[CH:16]=[CH:17][C:18]=1[O:19]C.II>O1CCCC1.[Pd](Cl)Cl>[F:11][C:5]1[CH:4]=[C:3]([C:15]2[CH:16]=[CH:17][C:18]([OH:19])=[C:13]([F:12])[CH:14]=2)[CH:8]=[CH:7][C:6]=1[OH:9]. Procedure: Flaky metallic magnesium (2.43 g) was added to 50 ml of dry tetrahydrofuran, and while the mixture was heated, a solution of 20.5 g of 4-bromo-2-fluoroanisole in 100 ml of dry tetrahydrofuran was added dropwise little by little in a stream of nitrogen to prepare a tetrahydrofuran solution of 3-fluoro-4-methoxy-phenyl magnesium bromide. Then, 18.0 g of 4-bromo-2-fluoroanisole was added to 100 ml of dry tetrahydrofuran containing 0.05 g of iodine and 0.1 g of palladium chloride. The mixture was ma...